From a dataset of the Open Reaction Database (ORD), a public repository of structured organic reaction records. describe an organic reaction: reactants, conditions, products, and yield Starting materials: C, COC(=O)c1cc(OC)c(OCc2ccccc2)cc1-c1c(C(=O)OC)ccc2c1OCO2, CO, [H][H], C1CCOC1, [Pd]. The product is COC(=O)c1cc(OC)c(O)cc1-c1c(C(=O)OC)ccc2c1OCO2. RXN SMILES: [C:43].[CH2:1]1[O:2][c:3]2[cH:4][cH:5][c:6]([C:30](=[O:31])[O:32][CH3:33])[c:7](-[c:10]3[c:11]([C:26](=[O:27])[O:28][CH3:29])[cH:12][c:13]([O:24][CH3:25])[c:14]([O:16][CH2:17][c:18]4[cH:19][cH:20][cH:21][cH:22][cH:23]4)[cH:15]3)[c:8]2[O:9]1.[CH3:41][OH:42].[H:34][H:35].[O:36]1[CH2:37][CH2:38][CH2:39][CH2:40]1.[Pd:44]>>[CH2:1]1[O:2][c:3]2[cH:4][cH:5][c:6]([C:30](=[O:31])[O:32][CH3:33])[c:7](-[c:10]3[c:11]([C:26](=[O:27])[O:28][CH3:29])[cH:12][c:13]([O:24][CH3:25])[c:14]([OH:16])[cH:15]3)[c:8]2[O:9]1. Product: FC1=CC=C(C=C1)C(CC(CC(=O)C1=CC=C(C=C1)F)C=1C=C(C(=O)O)C=CC1)=O (3-[3-(4-Fluorophenyl)-1-[2-(4-fluorophenyl)2-oxoethyl]-3-oxopropyl]-benzoic acid). The yield is 55.1%. The solvent is C(C)O.O (ethanol water). Procedure details: A solution of 3-formylbenzoic acid (1 g, 6.66 mmol), 4'-fluoroacetophenone (1.21 g, 16 mmol), and sodium hydroxide (0.66 g, 16 mmol) in 60 mL of ethanol/water (1:1) is stirred at room temperature for 3 days. The reaction mixture is acidified with concentrated hydrochloric acid, and the resulting solid is collected by filtration. Recrystallization in hot chloroform provides 1.5 g of the title compound; mp 205°-207° C. Reaction SMILES: [CH:1]([C:3]1[CH:4]=[C:5]([CH:9]=[CH:10][CH:11]=1)[C:6]([OH:8])=[O:7])=O.[F:12][C:13]1[CH:18]=[CH:17][C:16]([C:19](=[O:21])[CH3:20])=[CH:15][CH:14]=1.[OH-:22].[Na+].Cl>C(O)C.O>[F:12][C:13]1[CH:18]=[CH:17][C:16]([C:19](=[O:21])[CH2:20][CH:1]([C:3]2[CH:4]=[C:5]([CH:9]=[CH:10][CH:11]=2)[C:6]([OH:8])=[O:7])[CH2:20][C:19]([C:16]2[CH:17]=[CH:18][C:13]([F:12])=[CH:14][CH:15]=2)=[O:22])=[CH:15][CH:14]=1 |f:2.3,5.6|. Starting materials: Cl (hydrochloric acid), C(=O)C=1C=C(C(=O)O)C=CC1 (3-formylbenzoic acid), FC1=CC=C(C=C1)C(C)=O (4'-fluoroacetophenone), [OH-].[Na+] (sodium hydroxide). Starting materials: C[O-].[Na+] (sodium methylate), OCC1=NC(=C(C(=C1)Cl)CCCC)Cl (2-hydroxymethyl-4,6dichloro-5-n-butyl-pyridine). Run in CO (methanol), CO (methanol). Product: OCC1=NC(=C(C(=C1)Cl)CCCC)OC (2-hydroxymethyl-4-chloro-5-n-butyl-6-methoxy-pyridine), OCC1=NC(=C(C(=C1)OC)CCCC)Cl (2-hydroxymethyl-4-methoxy-5-n-butyl-6-chloro-pyridine). Reaction SMILES: [OH:1][CH2:2][C:3]1[CH:8]=[C:7]([Cl:9])[C:6]([CH2:10][CH2:11][CH2:12][CH3:13])=[C:5]([Cl:14])[N:4]=1.[CH3:15][O-:16].[Na+]>CO>[OH:1][CH2:2][C:3]1[CH:8]=[C:7]([Cl:9])[C:6]([CH2:10][CH2:11][CH2:12][CH3:13])=[C:5]([O:16][CH3:15])[N:4]=1.[OH:1][CH2:2][C:3]1[CH:8]=[C:7]([O:16][CH3:15])[C:6]([CH2:10][CH2:11][CH2:12][CH3:13])=[C:5]([Cl:14])[N:4]=1 |f:1.2|. Procedure: A solution of 103 g (0.44 mol) of 2-hydroxymethyl-4,6dichloro-5-n-butyl-pyridine in 100 ml of methanol is added dropwise over the course of 15 minutes, whilst stirring, to a solution of 59.4 g (1.1 mol) of sodium methylate in 500 ml of methanol. After completion of the addition, the reaction mixture is heated for 56 hours under reflux. It is then evaporated to dryness and the residue is suspended in ether. After filtration, the ether filtrate is dried by means of sodium sulphate, filtered and ev... The reactants are C(C)(=O)NC=1N=CC=C2C1C(OC=1C=C(C=CC12)OC[C@H](CC(C)C)NC(OC(C)(C)C)=O)C (tert-butyl ((2S)-1-((4-acetamido-5-methyl-5H-chromeno[3,4-c]pyridin-8-yl)oxy)-4-methylpentan-2-yl)carbamate), C(=O)(C(F)(F)F)O (TFA). Solvent: ClCCl (dichloromethane). Reaction conditions: time 12 hour. The product is N[C@H](COC=1C=CC2=C(C1)OC(C1=C(N=CC=C12)NC(C)=O)C)CC(C)C (N-(8-(((S)-2-amino-4-methylpentyl)oxy)-5-methyl-5H-chromeno[3,4-c]pyridin-4-yl)acetamide). Yield: 88.1%. Reaction SMILES: [C:1]([NH:4][C:5]1[N:6]=[CH:7][CH:8]=[C:9]2[C:18]3[CH:17]=[CH:16][C:15]([O:19][CH2:20][C@@H:21]([NH:26]C(=O)OC(C)(C)C)[CH2:22][CH:23]([CH3:25])[CH3:24])=[CH:14][C:13]=3[O:12][CH:11]([CH3:34])[C:10]=12)(=[O:3])[CH3:2].C(O)(C(F)(F)F)=O>ClCCl>[NH2:26][C@@H:21]([CH2:22][CH:23]([CH3:25])[CH3:24])[CH2:20][O:19][C:15]1[CH:16]=[CH:17][C:18]2[C:9]3[C:10](=[C:5]([NH:4][C:1](=[O:3])[CH3:2])[N:6]=[CH:7][CH:8]=3)[CH:11]([CH3:34])[O:12][C:13]=2[CH:14]=1. Reported procedure: To a stirred solution of tert-butyl ((2S)-1-((4-acetamido-5-methyl-5H-chromeno[3,4-c]pyridin-8-yl)oxy)-4-methylpentan-2-yl)carbamate (0.15 g, 0.319 mmol) in dichloromethane (25 mL) at room temperature was added TFA (0.246 mL, 3.19 mmol) and the mixture stirred for 12 h. After completion of reaction, the solvent was removed under reduced pressure to afford N-(8-(((S)-2-amino-4-methylpentyl)oxy)-5-methyl-5H-chromeno[3,4-c]pyridin-4-yl)acetamide (0.18 g, 0.281 mmol, 58% yield) as a brown oil. The p... Starting materials: NC=1C(=NC(=CN1)C1=CC(=CC=C1)C=O)C(=O)NC (3-amino-6-(3-formylphenyl)-N-methylpyrazine-2-carboxamide), C1(=C(C=CC=C1)N)N (1,2-phenylendiamine). Run in CN1CCCC1=O (NMP). Product: NC=1C(=NC(=CN1)C1=CC(=CC=C1)C1=NC2=C(N1)C=CC=C2)C(=O)NC (3-amino-6-[3-(1H-benzimidazol-2-yl)phenyl]-N-methylpyrazine-2-carboxamide). RXN SMILES: [NH2:1][C:2]1[C:3]([C:16]([NH:18][CH3:19])=[O:17])=[N:4][C:5]([C:8]2[CH:13]=[CH:12][CH:11]=[C:10]([CH:14]=O)[CH:9]=2)=[CH:6][N:7]=1.[C:20]1([NH2:27])[CH:25]=[CH:24][CH:23]=[CH:22][C:21]=1[NH2:26]>CN1C(=O)CCC1>[NH2:1][C:2]1[C:3]([C:16]([NH:18][CH3:19])=[O:17])=[N:4][C:5]([C:8]2[CH:13]=[CH:12][CH:11]=[C:10]([C:14]3[NH:27][C:20]4[CH:25]=[CH:24][CH:23]=[CH:22][C:21]=4[N:26]=3)[CH:9]=2)=[CH:6][N:7]=1. Procedure details: A solution of 3-amino-6-(3-formylphenyl)-N-methylpyrazine-2-carboxamide (25.4 mg, 0.1 mmol) and 1,2-phenylendiamine in NMP (3 mL) was heated at 80° C. for 8 h. The solvent was removed and the residue was triturated with 0.1 M aquous hydrochloric acid. The reactants are [Br-], CCCc1cc(N2CCNCC2)nc(C(C)(C)C)n1, O=C([O-])O, CCOC(C)=O, CCN(C(C)C)C(C)C, CN1CCCC1=O, COc1cccn(CCCCCl)c1=O, [Na+], [Na+], O. Product: CCCc1cc(N2CCN(CCCCn3cccc(OC)c3=O)CC2)nc(C(C)(C)C)n1. Reaction SMILES: [Br-:35].[C:15]([CH3:16])([CH3:17])([CH3:18])[c:19]1[n:20][c:21]([CH2:31][CH2:32][CH3:33])[cH:22][c:23]([N:25]2[CH2:26][CH2:27][NH:28][CH2:29][CH2:30]2)[n:24]1.[C:45](=[O:46])([OH:47])[O-:48].[C:51]([O:52][CH2:53][CH3:54])(=[O:55])[CH3:56].[CH2:36]([N:37]([CH:38]([CH3:39])[CH3:40])[CH:41]([CH3:42])[CH3:43])[CH3:44].[CH3:57][N:58]1[CH2:59][CH2:60][CH2:61][C:62]1=[O:63].[Cl:1][CH2:2][CH2:3][CH2:4][CH2:5][n:6]1[c:7](=[O:14])[c:8]([O:12][CH3:13])[cH:9][cH:10][cH:11]1.[Na+:34].[Na+:49].[OH2:50]>>[CH2:2]([CH2:3][CH2:4][CH2:5][n:6]1[c:7](=[O:14])[c:8]([O:12][CH3:13])[cH:9][cH:10][cH:11]1)[N:28]1[CH2:27][CH2:26][N:25]([c:23]2[cH:22][c:21]([CH2:31][CH2:32][CH3:33])[n:20][c:19]([C:15]([CH3:16])([CH3:17])[CH3:18])[n:24]2)[CH2:30][CH2:29]1.